Dataset: the Open Reaction Database (ORD), a public repository of structured organic reaction records. Task: describe an organic reaction: reactants, conditions, products, and yield Reactants: CCN=C=NCCCN(C)C, CN(C)c1ccncc1, CC(C=NOC(C)C)=CC1C(C(=O)O)C1(C)C, ClC(Cl)Cl, Cl, C#CCN1CC(=O)N(CO)C1=O. Yields the product C#CCN1CC(=O)N(COC(=O)C2C(C=C(C)C=NOC(C)C)C2(C)C)C1=O. As a reaction SMILES: [CH2:31]([N:32]=[C:33]=[N:34][CH2:35][CH2:36][CH2:37][N:38]([CH3:39])[CH3:40])[CH3:41].[CH3:42][N:43]([CH3:44])[c:45]1[cH:46][cH:47][n:48][cH:49][cH:50]1.[CH:13]([CH3:14])([CH3:15])[O:16][N:17]=[CH:18][C:19](=[CH:20][CH:21]1[C:22]([CH3:27])([CH3:28])[CH:23]1[C:24](=[O:25])[OH:26])[CH3:29].[CH:51]([Cl:52])([Cl:53])[Cl:54].[ClH:30].[OH:1][CH2:2][N:3]1[C:4](=[O:12])[N:5]([CH2:9][C:10]#[CH:11])[CH2:6][C:7]1=[O:8]>>[O:1]([CH2:2][N:3]1[C:4](=[O:12])[N:5]([CH2:9][C:10]#[CH:11])[CH2:6][C:7]1=[O:8])[C:24]([CH:23]1[CH:21]([CH:20]=[C:19]([CH:18]=[N:17][O:16][CH:13]([CH3:14])[CH3:15])[CH3:29])[C:22]1([CH3:27])[CH3:28])=[O:25]. Reactants: [OH-].[Na+] (Sodium hydroxide), C(C)OC(CN1CC2=CC=C(C(=C2CC1)C)C1=NOC(=N1)C1=CC(=C(C=C1)OC(C)C)C#N)=O (ethyl[6-(5-{3-cyano-4-[(1-methylethyl)oxy]phenyl}-1,2,4-oxadiazol-3-yl)-5-methyl-3,4-dihydro-2(1H)-isoquinolinyl]acetate). The solvent is C(C)O (ethanol). Run at time 2 hour. Yields the product C(#N)C=1C=C(C=CC1OC(C)C)C1=NC(=NO1)C=1C(=C2CCN(CC2=CC1)CC(=O)O)C ([6-(5-{3-Cyano-4-[(1-methylethyl)oxy]phenyl}-1,2,4-oxadiazol-3-yl)-5-methyl-3,4-dihydro-2(1H)-isoquinolinyl]acetic acid). Yield: 9.5%. RXN SMILES: [OH-].[Na+].C([O:5][C:6](=[O:36])[CH2:7][N:8]1[CH2:17][CH2:16][C:15]2[C:10](=[CH:11][CH:12]=[C:13]([C:19]3[N:23]=[C:22]([C:24]4[CH:29]=[CH:28][C:27]([O:30][CH:31]([CH3:33])[CH3:32])=[C:26]([C:34]#[N:35])[CH:25]=4)[O:21][N:20]=3)[C:14]=2[CH3:18])[CH2:9]1)C>C(O)C>[C:34]([C:26]1[CH:25]=[C:24]([C:22]2[O:21][N:20]=[C:19]([C:13]3[C:14]([CH3:18])=[C:15]4[C:10](=[CH:11][CH:12]=3)[CH2:9][N:8]([CH2:7][C:6]([OH:36])=[O:5])[CH2:17][CH2:16]4)[N:23]=2)[CH:29]=[CH:28][C:27]=1[O:30][CH:31]([CH3:33])[CH3:32])#[N:35] |f:0.1|. Procedure: 2M Sodium hydroxide (2 ml) was added to a suspension of ethyl[6-(5-{3-cyano-4-[(1-methylethyl)oxy]phenyl}-1,2,4-oxadiazol-3-yl)-5-methyl-3,4-dihydro-2(1H)-isoquinolinyl]acetate (Preparation 23; 80 mg, 0.17 mmol) in ethanol (2 ml). The reaction mixture was stirred at room temperature for 2 hours. The solvent was evaporated and the residue diluted with water (5 ml). The solution was acidified with acetic acid and extracted with ethyl acetate (3×5 ml). The aqueous phase was evaporated and the resid... The reactants are solution, [S] (sulfur), N1=CC=CC2=CC=CC=C12 (quinoline), C1(=CC=C(C=C1)CCOC([O-])=O)C (p-toluylethyl-carbonate), O1CCCC1 (tetrahydrofuran). Reagents/catalysts: [Pd] (Pd). The product is CC1=CC=C(C=O)C=C1 (p-methylbenzaldehyde). Yield: 88.0%. RXN SMILES: [C:1]1([CH3:13])[CH:6]=[CH:5][C:4]([CH2:7]COC(=O)[O-])=[CH:3][CH:2]=1.[S].N1C2C(=CC=CC=2)C=CC=1.[O:25]1CCCC1>[Pd]>[CH3:13][C:1]1[CH:2]=[CH:3][C:4]([CH:7]=[O:25])=[CH:5][CH:6]=1 |^3:13|. Procedure: To a solution containing 20.8 g (0.10 moles) of p-toluylethyl-carbonate in 300 ml of tetrahydrofuran there are added 10.4 g of Pd on BaSO4 10% and 0.1 cc of a solution of sulfur and quinoline 1:3000. Proceeding as in Example I, step (6), 10.5 g of p-methylbenzaldehyde (yield 88%) are obtained. Starting materials: CCOc1cc(CN2CCC(Nc3nc(NCC(=O)OC(C)(C)C)nc(OC)n3)CC2)cc(OCC)c1F, C1CCOC1, CO, Cl, [Li+], [OH-], O. Yields the product CCOc1cc(CN2CCC(Nc3nc(NCC(=O)O)nc(OC)n3)CC2)cc(OCC)c1F. RXN SMILES: [C:1]([CH3:2])([CH3:3])([CH3:4])[O:5][C:6]([CH2:7][NH:8][c:9]1[n:10][c:11]([O:36][CH3:37])[n:12][c:13]([NH:15][CH:16]2[CH2:17][CH2:18][N:19]([CH2:22][c:23]3[cH:24][c:25]([O:33][CH2:34][CH3:35])[c:26]([F:32])[c:27]([O:29][CH2:30][CH3:31])[cH:28]3)[CH2:20][CH2:21]2)[n:14]1)=[O:38].[CH2:43]1[O:44][CH2:45][CH2:46][CH2:47]1.[CH3:48][OH:49].[ClH:42].[Li+:40].[OH-:39].[OH2:41]>>[O:5]=[C:6]([CH2:7][NH:8][c:9]1[n:10][c:11]([O:36][CH3:37])[n:12][c:13]([NH:15][CH:16]2[CH2:17][CH2:18][N:19]([CH2:22][c:23]3[cH:24][c:25]([O:33][CH2:34][CH3:35])[c:26]([F:32])[c:27]([O:29][CH2:30][CH3:31])[cH:28]3)[CH2:20][CH2:21]2)[n:14]1)[OH:38]. The reactants are COC(=O)CBr, COC(=O)N(CCC(=O)c1ccccc1)C(C)c1ccc(Cl)cc1, [Cl-], ClCCl, ClCCCl, [NH4+]. Product: COC(=O)CC(O)(CCN(C(=O)OC)C(C)c1ccc(Cl)cc1)c1ccccc1. RXN SMILES: [Br:25][CH2:26][C:27](=[O:28])[O:29][CH3:30].[CH3:1][O:2][C:3]([N:4]([CH2:5][CH2:6][C:7]([c:8]1[cH:9][cH:10][cH:11][cH:12][cH:13]1)=[O:14])[CH:15]([CH3:16])[c:17]1[cH:18][cH:19][c:20]([Cl:23])[cH:21][cH:22]1)=[O:24].[Cl-:31].[Cl:33][CH2:34][Cl:35].[Cl:36][CH2:37][CH2:38][Cl:39].[NH4+:32]>>[CH3:1][O:2][C:3]([N:4]([CH2:5][CH2:6][C:7]([c:8]1[cH:9][cH:10][cH:11][cH:12][cH:13]1)([OH:14])[CH2:26][C:27](=[O:28])[O:29][CH3:30])[CH:15]([CH3:16])[c:17]1[cH:18][cH:19][c:20]([Cl:23])[cH:21][cH:22]1)=[O:24]. Reactants: BrC=1C=NC=C(C1)OC1=CC=CC=C1 (3-bromo-5-phenoxypyridine), C(CCC)[Li] (n-butyllithium), O=C1C2CN(CC(C1)C2)C(=O)OCC (ethyl 6-oxo-3-azabicyclo[3.2.1]octane-3-carboxylate). Solvent: C(C)OCC (diethyl ether), C1CCOC1 (THF). Conditions: temperature -78 celsius, time 30 minute. Product: OC1(C2CN(CC(C1)C2)C(=O)OCC)C=2C=NC=C(C2)OC2=CC=CC=C2 (Ethyl 6-hydroxy-6-(5-phenoxy-3-pyridinyl)-3-azabicyclo[3.2.1]octane-3-carboxylate). Yield: 84.1%. As a reaction SMILES: Br[C:2]1[CH:3]=[N:4][CH:5]=[C:6]([O:8][C:9]2[CH:14]=[CH:13][CH:12]=[CH:11][CH:10]=2)[CH:7]=1.C([Li])CCC.[O:20]=[C:21]1[CH2:27][CH:26]2[CH2:28][CH:22]1[CH2:23][N:24]([C:29]([O:31][CH2:32][CH3:33])=[O:30])[CH2:25]2>C(OCC)C.C1COCC1>[OH:20][C:21]1([C:2]2[CH:3]=[N:4][CH:5]=[C:6]([O:8][C:9]3[CH:14]=[CH:13][CH:12]=[CH:11][CH:10]=3)[CH:7]=2)[CH2:27][CH:26]2[CH2:28][CH:22]1[CH2:23][N:24]([C:29]([O:31][CH2:32][CH3:33])=[O:30])[CH2:25]2. Reported procedure: To a solution of 3-bromo-5-phenoxypyridine (0.51 g, 2.0 mmol) in dry diethyl ether (15 mL) at −78° C. was added 2.5 M n-butyllithium (0.80 mL, 2.0 mmol). The reaction was stirred for 30 min under nitrogen at −78° C. and then slowly transferred by cannula into a solution of ethyl 6-oxo-3-azabicyclo[3.2.1]octane-3-carboxylate (0.20 g, 1.0 mmol) in THF (15 mL) at −78° C. The reaction was stirred 4 h at −78° C. and then warmed to ambient temperature overnight, at which time it was quenched with satu... The reactants are O.NN (Hydrazine hydrate), O.NN (hydrazine hydrate), [N+](=O)([O-])C=1C=C(C(=NC1)CCC#N)C (5-nitro-2-(2-cyanoethyl)-3-methylpyridine). The reagents and catalysts are [Ni] (Raney nickel), [Ni] (Raney nickel). Run in C(C)O (ethanol), C(C)O (ethanol). Product: NC=1C=C(C(=NC1)CCCN)C (5-Amino-2-(3-aminopropyl)-3-methylpyridine). Yield: 145.2%. Reaction SMILES: [N+:1]([C:4]1[CH:5]=[C:6]([CH3:14])[C:7]([CH2:10][CH2:11][C:12]#[N:13])=[N:8][CH:9]=1)([O-])=O.O.NN>[Ni].C(O)C>[NH2:1][C:4]1[CH:5]=[C:6]([CH3:14])[C:7]([CH2:10][CH2:11][CH2:12][NH2:13])=[N:8][CH:9]=1 |f:1.2|. Reported procedure: Raney nickel (24 g) was added to a stirred solution under nitrogen of 5-nitro-2-(2-cyanoethyl)-3-methylpyridine (10.36 g) in ethanol (700 ml). Hydrazine hydrate (13.5 ml) in ethanol (30 ml) was added over 2.75 hr., followed by further additions of Raney nickel (15 g) and hydrazine hydrate (60 ml) over two days which included two periods of eight hours at 50° C. The solution was decanted off, filtered through a hyflo pad and concentrated to dryness to give a green oil (13 g). This oil was chromat...